Dataset: the Open Reaction Database (ORD), a public repository of structured organic reaction records. Task: describe an organic reaction: reactants, conditions, products, and yield Reactants: S(=O)(=O)(C1=CC=C(C)C=C1)Cl (tosyl chloride), water ice hydrochloric acid, OC1=C(C=C(C=C1)O)O (1,2,4-trihydroxy benzene), B(OCC)(OCC)OCC (triethyl borate), [H-].[Na+] (sodium hydride). The solvent is CN(C=O)C (dimethylformamide), C(C)(=O)OCC (ethyl acetate), CN(C=O)C (dimethylformamide). Reaction conditions: time 1 hour. Yields the product CC1=CC=C(C=C1)S(=O)(=O)OC1=CC(=C(C=C1)O)O (1-[(4-methyl-phenyl)-sulfonyloxy]-3,4-dihydroxy benzene). Isolated yield 50.2%. Reaction SMILES: [OH:1][C:2]1[CH:7]=[CH:6][C:5]([OH:8])=[CH:4][C:3]=1[OH:9].[H-].[Na+].B(OCC)(OCC)OCC.[S:22](Cl)([C:25]1[CH:31]=[CH:30][C:28]([CH3:29])=[CH:27][CH:26]=1)(=[O:24])=[O:23]>CN(C)C=O.C(OCC)(=O)C>[CH3:29][C:28]1[CH:30]=[CH:31][C:25]([S:22]([O:8][C:5]2[CH:6]=[CH:7][C:2]([OH:1])=[C:3]([OH:9])[CH:4]=2)(=[O:24])=[O:23])=[CH:26][CH:27]=1 |f:1.2|. Procedure details: 1.37 g of 1,2,4-trihydroxy benzene and 40 ml of anhydrous dimethylformamide were mixed together under an inert gas atmosphere and then 0.984 g of sodium hydride in suspension at 53% in oil were added slowly at 15°-20° C. The mixture was stirred for one hour and then 1.906 ml of triethyl borate were added, followed by stirring for one hour. Then, a solution of 2.072 g of tosyl chloride in 15 ml of dimethylformamide were added over 2 hours and the mixture was stirred for 4 hours at ambient tempera... Reactants: Cc1c(O)ccc(O)c1C, Cc1cc(O)ccc1O, COc1ccc(O)c(C)c1C, CO, [Fe]. Yields the product COc1c(C)cc(O)c(C)c1C. Reaction SMILES: [CH3:10][c:11]1[c:12]([CH3:13])[c:14]([OH:19])[cH:15][cH:16][c:17]1[OH:18].[CH3:1][c:2]1[cH:3][c:4]([OH:5])[cH:6][cH:7][c:8]1[OH:9].[CH3:20][O:21][c:22]1[c:23]([CH3:30])[c:24]([CH3:29])[c:25]([OH:26])[cH:27][cH:28]1.[CH3:32][OH:33].[Fe:31]>>[CH3:1][c:28]1[c:22]([O:21][CH3:20])[c:23]([CH3:30])[c:24]([CH3:29])[c:25]([OH:26])[cH:27]1. The reactants are NC=1C=NC=CC1C1=NC=2N([C@@H](C(N(C2C=N1)C)=O)CC)C(C)C ((R)-2-(3-aminopyridin-4-yl)-7-ethyl-8-isopropyl-5-methyl-7,8-dihydropteridin-6(5H)-one), C1(=CC=CC=C1)S(=O)(=O)Cl (benzene sulfonylchloride), C(=O)(C(F)(F)F)O (TFA). Product: C(C)[C@@H]1C(N(C=2C=NC(=NC2N1C(C)C)C1=C(C=NC=C1)NS(=O)(=O)C1=CC=CC=C1)C)=O ((R)—N-(4-(7-ethyl-8-isopropyl-5-methyl-6-oxo-5,6,7,8-tetrahydropteridin-2-yl)pyridin-3-yl)benzenesulfonamide). Reaction SMILES: [NH2:1][C:2]1[CH:3]=[N:4][CH:5]=[CH:6][C:7]=1[C:8]1[N:17]=[CH:16][C:15]2[N:14]([CH3:18])[C:13](=[O:19])[C@@H:12]([CH2:20][CH3:21])[N:11]([CH:22]([CH3:24])[CH3:23])[C:10]=2[N:9]=1.[C:25]1([S:31](Cl)(=[O:33])=[O:32])[CH:30]=[CH:29][CH:28]=[CH:27][CH:26]=1.C(O)(C(F)(F)F)=O>>[CH2:20]([C@H:12]1[N:11]([CH:22]([CH3:23])[CH3:24])[C:10]2[N:9]=[C:8]([C:7]3[CH:6]=[CH:5][N:4]=[CH:3][C:2]=3[NH:1][S:31]([C:25]3[CH:30]=[CH:29][CH:28]=[CH:27][CH:26]=3)(=[O:33])=[O:32])[N:17]=[CH:16][C:15]=2[N:14]([CH3:18])[C:13]1=[O:19])[CH3:21]. Procedure: The title compound was prepared similarly to the methods described in Example 114, with (R)-2-(3-aminopyridin-4-yl)-7-ethyl-8-isopropyl-5-methyl-7,8-dihydropteridin-6(5H)-one (Example 93) instead of (R)-2-(3-aminopyridin-4-yl)-8-cyclopentyl-7-ethyl-5-methyl-7,8-dihydropteridin-6(5H)-one (Example 91) and with benzene sulfonylchloride instead of chloromethylcarbonate. LCMS (0.05% TFA): 467.2 m/z (M+H)+; 1H-NMR (DMSO-d6, 500 MHz): δ: 12.90 (s, 1H), 8.77 (s, 1H), 8.42 (d, 1H, J=5 Hz), 8.23 (s, 1H), ... Reactants: C1(=CC=CC=C1)N1CC(N(CC1)CC1=CC=CC=C1)C(=O)N (4-phenyl-1-(phenylmethyl)-2-piperazinecarboxamide), [OH-].[K+] (potassium hydroxide), Cl (hydrochloric acid), O (water). Solvent: C(CO)O (ethylene glycol). The product is C1(=CC=CC=C1)N1CC(N(CC1)CC1=CC=CC=C1)C(=O)O (4-Phenyl-1-(phenylmethyl)-2-piperazinecarboxylic acid). As a reaction SMILES: [C:1]1([N:7]2[CH2:12][CH2:11][N:10]([CH2:13][C:14]3[CH:19]=[CH:18][CH:17]=[CH:16][CH:15]=3)[CH:9]([C:20](N)=[O:21])[CH2:8]2)[CH:6]=[CH:5][CH:4]=[CH:3][CH:2]=1.[OH-:23].[K+].Cl.O>C(O)CO>[C:1]1([N:7]2[CH2:12][CH2:11][N:10]([CH2:13][C:14]3[CH:19]=[CH:18][CH:17]=[CH:16][CH:15]=3)[CH:9]([C:20]([OH:21])=[O:23])[CH2:8]2)[CH:2]=[CH:3][CH:4]=[CH:5][CH:6]=1 |f:1.2|. Reported procedure: Suspend 4-phenyl-1-(phenylmethyl)-2-piperazinecarboxamide (14.5 g, 49 mmol)in ethylene glycol (400 mL) and add potassium hydroxide (27.5 g, 490 mmol).Heat this mixture to 150° C. for 18 h. After this time, remove the solvent in vacuo. Add 6M hydrochloric acid (81.5 mL, 0.49 mol) and water (300 mL) and filter the resultant solid to obtain the title compound. Reactants: OCCOCCOCCOCCOCCOCCOCCOCCOCCO, COCc1ccccc1, CO, [Pd]. The product is COCCOCCOCCOCCOCCOCCOCCOCCOCCO. Reaction SMILES: [CH2:10]([CH2:11][O:12][CH2:13][CH2:14][O:15][CH2:16][CH2:17][O:18][CH2:19][CH2:20][O:21][CH2:22][CH2:23][O:24][CH2:25][CH2:26][O:27][CH2:28][CH2:29][O:30][CH2:31][CH2:32][O:33][CH2:34][CH2:35][OH:36])[OH:37].[CH3:1][O:2][CH2:3][c:4]1[cH:5][cH:6][cH:7][cH:8][cH:9]1.[CH3:38][OH:39].[Pd:40]>>[CH3:1][O:36][CH2:35][CH2:34][O:33][CH2:32][CH2:31][O:30][CH2:29][CH2:28][O:27][CH2:26][CH2:25][O:24][CH2:23][CH2:22][O:21][CH2:20][CH2:19][O:18][CH2:17][CH2:16][O:15][CH2:14][CH2:13][O:12][CH2:11][CH2:10][OH:37].